Dataset: the Open Reaction Database (ORD), a public repository of structured organic reaction records. Task: describe an organic reaction: reactants, conditions, products, and yield Yield: 99.8%. Starting materials: C1(=CC=CC=C1)C=1N=NN(N1)CC(=O)O ((5-phenyl-2H-tetraazol-2-yl)acetic acid), O-(7-azabenzotriazol-1-yl)-N,N,N′N′-tetramethylammonium hexafluorophosphate, C(C)(C)N(C(C)C)CC (N,N-diisopropylethylamine), ClC=1C=C(CN2C[C@@H](OCC2)CN)C=CC1Cl (1-[(2S)-4-(3,4-Dichlorobenzyl)morpholin-2-yl]methanamine). As a reaction SMILES: [C:1]1([C:7]2[N:8]=[N:9][N:10]([CH2:12][C:13]([OH:15])=O)[N:11]=2)[CH:6]=[CH:5][CH:4]=[CH:3][CH:2]=1.C(N(CC)C(C)C)(C)C.[Cl:25][C:26]1[CH:27]=[C:28]([CH:38]=[CH:39][C:40]=1[Cl:41])[CH2:29][N:30]1[CH2:35][CH2:34][O:33][C@@H:32]([CH2:36][NH2:37])[CH2:31]1>CN(C)C=O>[Cl:25][C:26]1[CH:27]=[C:28]([CH:38]=[CH:39][C:40]=1[Cl:41])[CH2:29][N:30]1[CH2:35][CH2:34][O:33][C@@H:32]([CH2:36][NH:37][C:13](=[O:15])[CH2:12][N:10]2[N:9]=[N:8][C:7]([C:1]3[CH:2]=[CH:3][CH:4]=[CH:5][CH:6]=3)=[N:11]2)[CH2:31]1. Procedure details: A solution of (5-phenyl-2H-tetraazol-2-yl)acetic acid (0.082 g) in N,N-dimethylformamide (2 ml) under nitrogen was treated with O-(7-azabenzotriazol-1-yl)-N,N,N′N′-tetramethylammonium hexafluorophosphate (0.152 g) and N,N-diisopropylethylamine (0.139 ml) followed by a solution of Intermediate 9 (0.110 g) in N,N-dimethylformamide (3 ml), and the mixture was stirred at 22° C. for 4 h. The solvent was removed in vacuo and the residue dissolved in ethyl acetate (20 ml). The solution was washed with ... Solvent: CN(C=O)C (N,N-dimethylformamide), CN(C=O)C (N,N-dimethylformamide). Yields the product ClC=1C=C(CN2C[C@@H](OCC2)CNC(CN2N=C(N=N2)C2=CC=CC=C2)=O)C=CC1Cl (N-{[(2S)-4-(3,4-Dichlorobenzyl)morpholin-2-yl]methyl}-2-(5-phenyl-2H-tetraazol-2-yl)acetamide). Conditions: temperature 22 celsius, time 4 hour. The reactants are [BH4-], CC(C)(C)CCN, CO, NC(=O)c1cnc(Oc2ccc(C=O)cc2)cn1, [Na+]. Product: CC(C)(C)CCNCc1ccc(Oc2cnc(C(N)=O)cn2)cc1. RXN SMILES: [BH4-:26].[CH3:19][C:20]([CH2:21][CH2:22][NH2:23])([CH3:24])[CH3:25].[CH3:28][OH:29].[CH:1](=[O:2])[c:3]1[cH:4][cH:5][c:6]([O:7][c:8]2[n:9][cH:10][c:11]([C:14](=[O:15])[NH2:16])[n:12][cH:13]2)[cH:17][cH:18]1.[Na+:27]>>[CH2:1]([c:3]1[cH:4][cH:5][c:6]([O:7][c:8]2[n:9][cH:10][c:11]([C:14](=[O:15])[NH2:16])[n:12][cH:13]2)[cH:17][cH:18]1)[NH:23][CH2:22][CH2:21][C:20]([CH3:19])([CH3:24])[CH3:25].